This data is from the Open Reaction Database (ORD), a public repository of structured organic reaction records. The task is: describe an organic reaction: reactants, conditions, products, and yield The reactants are FC1=CC=C(CN2CC3N(C4=C(NCC3)C=CC=N4)CC2)C=C1 (9-(4-fluorobenzyl)-5,6,7,7a,8,9,10,11-octahydropyrazino[1,2-d]pyrido[3,2-b][1,4]diazepine), C1(CCC1)C(=O)Cl (cyclobutanecarbonyl chloride). The solvent is ClCCl (dichloromethane). Conditions: time 12 hour. Yields the product C1(CCC1)C(=O)N1C2=C(N3C(CC1)CN(CC3)CC3=CC=C(C=C3)F)N=CC=C2 (cyclobutyl[9-(4-fluorobenzyl)-7,7a,8,9,10,11-hexahydropyrazino[1,2-d]pyrido[3,2-b][1,4]diazepin-5(6H)-yl]methanone). Reaction SMILES: [F:1][C:2]1[CH:23]=[CH:22][C:5]([CH2:6][N:7]2[CH2:21][CH2:20][N:10]3[C:11]4[N:19]=[CH:18][CH:17]=[CH:16][C:12]=4[NH:13][CH2:14][CH2:15][CH:9]3[CH2:8]2)=[CH:4][CH:3]=1.[CH:24]1([C:28](Cl)=[O:29])[CH2:27][CH2:26][CH2:25]1>ClCCl>[CH:24]1([C:28]([N:13]2[CH2:14][CH2:15][CH:9]3[CH2:8][N:7]([CH2:6][C:5]4[CH:22]=[CH:23][C:2]([F:1])=[CH:3][CH:4]=4)[CH2:21][CH2:20][N:10]3[C:11]3[N:19]=[CH:18][CH:17]=[CH:16][C:12]2=3)=[O:29])[CH2:27][CH2:26][CH2:25]1. Procedure: A solution of the product of Example 64C (97 mg, 0.31 mmol) in dichloromethane (2 mL) was added to cyclobutanecarbonyl chloride (0.048 mL, 0.42 mmol). The resulting, turbid solution was stirred at room temperature for 12 hours, and then the reaction was quenched by the addition of 20% Na2CO3 (1 mL). After 30 minutes, the mixture was made basic (pH˜9) by addition of 1 M NaOH (˜0.2 mL), diluted with water (3 mL) and extracted with CHCl3 (3×2 mL). The combined organic phases were dried over K2CO3 a... Reactants: C(CCC)[Li] (n-butyllithium), ClC1=CC=C(C(=O)OC)C=C1 (methyl 4-chlorobenzoate), C(CC(O)(C(=O)O)CC(=O)O)(=O)O (citric acid), C(C)(C)(C)OC(=O)N1CCN(CC1)S(=O)(=O)C (1-(tert-butoxycarbonyl)-4-methanesulfonylpiperazine). Run in CCCCCC (hexane), O (water), O1CCCC1 (tetrahydrofurane), O1CCCC1 (tetrahydrofurane). Conditions: temperature -78 celsius, time 3 hour. The product is C(C)(C)(C)OC(=O)N1CCN(CC1)S(=O)(=O)CC(C1=CC=C(C=C1)Cl)=O (1-(tert-Butoxycarbonyl)-4-(4-chlorobenzoylmethanesulfonyl)piperazine). Yield: 39.3%. As a reaction SMILES: [C:1]([O:5][C:6]([N:8]1[CH2:13][CH2:12][N:11]([S:14]([CH3:17])(=[O:16])=[O:15])[CH2:10][CH2:9]1)=[O:7])([CH3:4])([CH3:3])[CH3:2].C([Li])CCC.[Cl:23][C:24]1[CH:33]=[CH:32][C:27]([C:28](OC)=[O:29])=[CH:26][CH:25]=1.C(O)(=O)CC(CC(O)=O)(C(O)=O)O>O1CCCC1.CCCCCC.O>[C:1]([O:5][C:6]([N:8]1[CH2:9][CH2:10][N:11]([S:14]([CH2:17][C:28](=[O:29])[C:27]2[CH:32]=[CH:33][C:24]([Cl:23])=[CH:25][CH:26]=2)(=[O:15])=[O:16])[CH2:12][CH2:13]1)=[O:7])([CH3:4])([CH3:3])[CH3:2]. Procedure: To a solution of 1-(tert-butoxycarbonyl)-4-methanesulfonylpiperazine (1.32 g) in tetrahydrofurane (10 ml) was added dropwise at 0° C. 1.6 M n-butyllithium in hexane (6.25 ml), and the mixture was stirred at room temperature for 30 minutes. The reaction solution was cooled to −78° C., and to the mixture was added a solution of methyl 4-chlorobenzoate (853 mg) in tetrahydrofurane (5 ml). The mixture was stirred for 3 hours at the same temperature and raised to 0° C. To the reaction solution was ad... Reactants: [BH4-], CO, Cn1ccnc1C(=O)c1cccc(C(F)(F)F)c1, [Na+], O. Yields the product Cn1ccnc1C(O)c1cccc(C(F)(F)F)c1. RXN SMILES: [BH4-:1].[CH3:22][OH:23].[CH3:3][n:4]1[c:5]([C:9](=[O:10])[c:11]2[cH:12][c:13]([C:17]([F:18])([F:19])[F:20])[cH:14][cH:15][cH:16]2)[n:6][cH:7][cH:8]1.[Na+:2].[OH2:21]>>[CH3:3][n:4]1[c:5]([CH:9]([OH:10])[c:11]2[cH:12][c:13]([C:17]([F:18])([F:19])[F:20])[cH:14][cH:15][cH:16]2)[n:6][cH:7][cH:8]1. The reactants are CN(CCN1CCCC2=CC(=CC=C12)N)C (1-(2-(dimethylamino)ethyl)-1,2,3,4-tetrahydroquinolin-6-amine), I.S1C(=CC=C1)C(=N)SC (methyl thiophene-2-carbimidothioate hydroiodide), N (NH3). Solvent: CO (MeOH), CCO (EtOH). Conditions: time 8 hour. The product is CN(CCN1CCCC2=CC(=CC=C12)NC(=N)C=1SC=CC1)C (N-(1-(2-(dimethylamino)ethyl)-1,2,3,4-tetrahydroquinolin-6-yl)thiophene-2-carboximidamide). As a reaction SMILES: [CH3:1][N:2]([CH3:16])[CH2:3][CH2:4][N:5]1[C:14]2[C:9](=[CH:10][C:11]([NH2:15])=[CH:12][CH:13]=2)[CH2:8][CH2:7][CH2:6]1.I.[S:18]1[CH:22]=[CH:21][CH:20]=[C:19]1[C:23](SC)=[NH:24].N>CCO.CO>[CH3:1][N:2]([CH3:16])[CH2:3][CH2:4][N:5]1[C:14]2[C:9](=[CH:10][C:11]([NH:15][C:23]([C:19]3[S:18][CH:22]=[CH:21][CH:20]=3)=[NH:24])=[CH:12][CH:13]=2)[CH2:8][CH2:7][CH2:6]1 |f:1.2|. Procedure details: A solution of 1-(2-(dimethylamino)ethyl)-1,2,3,4-tetrahydroquinolin-6-amine (900 mg, 4.10 mmol) in 25 mL EtOH was treated with methyl thiophene-2-carbimidothioate hydroiodide (2.34 g, 1.43 mmol) and stirred overnight at room temperature. Argon was bubbled through the mixture for 20 minutes then it was partitioned between CH2Cl2 (100 mL) and saturated sodium bicarbonate (20 mL). The organic layer was separated and the aqueous layer was extracted with an additional 50 mL CH2Cl2. The combined organ...